This data is from the Open Reaction Database (ORD), a public repository of structured organic reaction records. The task is: describe an organic reaction: reactants, conditions, products, and yield Starting materials: Cc1c(Br)cccc1Br, O=C([O-])[O-], CN(C)c1ccc2c(=O)[nH]ccc2c1, CS(C)=O, [I-], [K+], [K+]. The product is Cc1c(Br)cccc1-n1ccc2cc(N(C)C)ccc2c1=O. As a reaction SMILES: [Br:22][c:23]1[c:24]([CH3:30])[c:25]([Br:29])[cH:26][cH:27][cH:28]1.[C:16](=[O:17])([O-:18])[O-:19].[CH3:1][N:2]([c:3]1[cH:4][c:5]2[cH:6][cH:7][nH:8][c:9](=[O:13])[c:10]2[cH:11][cH:12]1)[CH3:14].[CH3:31][S:32]([CH3:33])=[O:34].[I-:15].[K+:20].[K+:21]>>[CH3:1][N:2]([c:3]1[cH:4][c:5]2[cH:6][cH:7][n:8](-[c:25]3[c:24]([CH3:30])[c:23]([Br:22])[cH:28][cH:27][cH:26]3)[c:9](=[O:13])[c:10]2[cH:11][cH:12]1)[CH3:14].